Dataset: the Open Reaction Database (ORD), a public repository of structured organic reaction records. Task: describe an organic reaction: reactants, conditions, products, and yield Reactants: FC(C=1C=C(C=C(C1)C(F)(F)F)C(C(=O)Cl)(C)C)(F)F (2-(3,5-bis-trifluoromethyl-phenyl)-2-methyl-propionyl chloride), ClC1=CC(=C(C=N1)NC)C1=C(C=CC=C1)Cl ([6-chloro-4-(2-chloro-phenyl)-pyridin-3-yl]-methyl-amine), solution, C[Si]([N-][Si](C)(C)C)(C)C.[K+] (potassium hexamethyldisilazide). Solvent: O1CCCC1 (tetrahydrofuran), O1CCCC1 (tetrahydrofuran). Reaction conditions: time 3 hour. The product is FC(C=1C=C(C=C(C1)C(F)(F)F)C(C(=O)N(C)C=1C=NC(=CC1C1=C(C=CC=C1)Cl)Cl)(C)C)(F)F (2-(3,5-Bis-trifluoromethyl-phenyl)-N-[6-chloro-4-(2-chloro-phenyl)-pyridin-3-yl]-N-methyl-isobutyramide). Yield: 66.7%. RXN SMILES: [Cl:1][C:2]1[N:7]=[CH:6][C:5]([NH:8][CH3:9])=[C:4]([C:10]2[CH:15]=[CH:14][CH:13]=[CH:12][C:11]=2[Cl:16])[CH:3]=1.C[Si](C)(C)[N-][Si](C)(C)C.[K+].[F:27][C:28]([F:46])([F:45])[C:29]1[CH:30]=[C:31]([C:39]([CH3:44])([CH3:43])[C:40](Cl)=[O:41])[CH:32]=[C:33]([C:35]([F:38])([F:37])[F:36])[CH:34]=1>O1CCCC1>[F:37][C:35]([F:36])([F:38])[C:33]1[CH:32]=[C:31]([C:39]([CH3:44])([CH3:43])[C:40]([N:8]([C:5]2[CH:6]=[N:7][C:2]([Cl:1])=[CH:3][C:4]=2[C:10]2[CH:15]=[CH:14][CH:13]=[CH:12][C:11]=2[Cl:16])[CH3:9])=[O:41])[CH:30]=[C:29]([C:28]([F:27])([F:45])[F:46])[CH:34]=1 |f:1.2|. Procedure details: To a solution of 180 mg (0.711 mmol) [6-chloro-4-(2-chloro-phenyl)-pyridin-3-yl]-methyl-amine in 7 ml dry tetrahydrofuran 0.86 ml of a 0.91 M solution (0.78 mmol) of potassium hexamethyldisilazide in tetrahydrofuran was added at room temperature under an atmosphere of argon. After 45 min 295 mg (0.924 mmol) 2-(3,5-bis-trifluoromethyl-phenyl)-2-methyl-propionyl chloride were added. The reaction mixture was stirred at room temperature for 3 h. Quenching with water was followed by dilution with ter... Reactants: O=C1CCCO1, C[O-], Cc1ccccc1, O=Cc1ccccc1O, [Na+], O=S(=O)(O)O. Product: O=C1OCCC1=Cc1ccccc1O. As a reaction SMILES: [C:10]1(=[O:15])[CH2:11][CH2:12][CH2:13][O:14]1.[CH3:16][O-:17].[CH3:24][c:25]1[cH:26][cH:27][cH:28][cH:29][cH:30]1.[CH:1](=[O:2])[c:3]1[cH:4][cH:5][cH:6][cH:7][c:8]1[OH:9].[Na+:18].[S:19](=[O:20])(=[O:21])([OH:22])[OH:23]>>[CH:1]([c:3]1[cH:4][cH:5][cH:6][cH:7][c:8]1[OH:9])=[C:11]1[C:10](=[O:15])[O:14][CH2:13][CH2:12]1. Reactants: CC1C(C2=CC=CC=C2CC1)=O (2-methyl-1-tetralon), C(C)OC(CCCCCBr)=O (ethyl-6-bromo-hexanoate), [H-].[Na+] (NaH). Solvent: C1CCOC1 (THF), C1CCOC1 (THF), C1CCOC1 (THF). Conditions: time 30 minute. The product is CC1(C(C2=CC=CC=C2CC1)=O)CCCCCC(=O)O (6-(2-methyl-1-oxo-1,2,3,4-tetrahydro-naphthalen-2-yl)-hexanoic acid). The yield is 62.1%. As a reaction SMILES: [H-].[Na+].[CH3:3][CH:4]1[CH2:13][CH2:12][C:11]2[C:6](=[CH:7][CH:8]=[CH:9][CH:10]=2)[C:5]1=[O:14].C([O:17][C:18](=[O:25])[CH2:19][CH2:20][CH2:21][CH2:22][CH2:23]Br)C>C1COCC1>[CH3:3][C:4]1([CH2:23][CH2:22][CH2:21][CH2:20][CH2:19][C:18]([OH:25])=[O:17])[CH2:13][CH2:12][C:11]2[C:6](=[CH:7][CH:8]=[CH:9][CH:10]=2)[C:5]1=[O:14] |f:0.1|. Procedure: To a suspension of 0.7 g NaH in 40 mL of dry THF are added 4.0 g 2-methyl-1-tetralon in 20 mL of THF. After stirring for 30 min, 5.5 g ethyl-6-bromo-hexanoate in 10 mL of THF are added and the mixture is refluxed for 6 h. After evaporation of the solvent the residue is dissolved in a solution of 4.16 g potassium hydroxide in 50 mL of MeOH and 20 mL of H2O and heated to reflux over night. After evaporation of the MeOH, the aqueous phase is extracted with ethylacetate, acidified with 2N HCl, and e... Reactants: FCBr (fluoro-bromomethane), ice water, C([O-])([O-])=O.[K+].[K+] (potassium carbonate), ON=C(C(=O)OC)C(=O)C (methyl 2-hydroxyimino-acetoacetate). Solvent: CN(C=O)C (N,N-dimethylformamide), CS(=O)C (dimethylsulfoxide). Conditions: time 30 minute. The product is FCON=C(C(=O)OC)C(=O)C (methyl 2-fluoromethoxyiminoaceto-acetate). Isolated yield 26.6%. RXN SMILES: C(=O)([O-])[O-].[K+].[K+].[OH:7][N:8]=[C:9]([C:14]([CH3:16])=[O:15])[C:10]([O:12][CH3:13])=[O:11].[F:17][CH2:18]Br>CS(C)=O.CN(C)C=O>[F:17][CH2:18][O:7][N:8]=[C:9]([C:14]([CH3:16])=[O:15])[C:10]([O:12][CH3:13])=[O:11] |f:0.1.2|. Reported procedure: 14.2 g of potassium carbonate was added to a solution of 14.5 g of methyl 2-hydroxyimino-acetoacetate in 50 ml of dimethylsulfoxide, and then 11.6 g of fluoro-bromomethane in 9 ml of N,N-dimethylformamide was added dropwise thereto. The mixture was stirred for 1 hour 30 minutes at room temperature, then poured into ice-water, and the resultant mixture was extracted twice with ethyl acetate. The organic layer was washed with saturated saline, dried over Na2SO4 and concentrated under reduced press... Reactants: COc1cc2ncnc(Oc3ccc(N)cc3)c2cc1OC, Cc1ccccc1, CCO, O=S(Cl)Cl, O=C(Cl)Cc1cccs1, O=C(Cc1cccs1)N=C=S, O=C(O)Cc1cccs1. As a reaction SMILES: [CH3:23][O:24][c:25]1[cH:26][c:27]2[c:28]([O:37][c:38]3[cH:39][cH:40][c:41]([NH2:42])[cH:43][cH:44]3)[n:29][cH:30][n:31][c:32]2[cH:33][c:34]1[O:35][CH3:36].[CH3:56][c:57]1[cH:58][cH:59][cH:60][cH:61][cH:62]1.[CH3:63][CH2:64][OH:65].[S:1]([Cl:2])([Cl:3])=[O:4].[s:14]1[cH:15][cH:16][cH:17][c:18]1[CH2:19][C:20]([Cl:21])=[O:22].[s:45]1[c:46]([CH2:50][C:51](=[O:52])[N:53]=[C:54]=[S:55])[cH:47][cH:48][cH:49]1.[s:5]1[cH:6][cH:7][cH:8][c:9]1[CH2:10][C:11]([OH:12])=[O:13]>>[CH3:23][O:24][c:25]1[cH:26][c:27]2[c:28]([O:37][c:38]3[cH:39][cH:40][c:41]([NH:42][C:54]([NH:53][C:51]([CH2:50][c:46]4[s:45][cH:49][cH:48][cH:47]4)=[O:52])=[S:55])[cH:43][cH:44]3)[n:29][cH:30][n:31][c:32]2[cH:33][c:34]1[O:35][CH3:36]. Product: COc1cc2ncnc(Oc3ccc(NC(=S)NC(=O)Cc4cccs4)cc3)c2cc1OC. The product is COC(=O)c1ccccc1NS(=O)(=O)c1ccc(N)cc1. The reactants are COC(=O)c1ccccc1NS(=O)(=O)c1ccc([N+](=O)[O-])cc1, CCO, [H][H]. RXN SMILES: [CH3:1][O:2][C:3]([c:4]1[c:5]([NH:10][S:11](=[O:12])(=[O:13])[c:14]2[cH:15][cH:16][c:17]([N+:20]([O-:21])=[O:22])[cH:18][cH:19]2)[cH:6][cH:7][cH:8][cH:9]1)=[O:23].[CH3:26][CH2:27][OH:28].[H:24][H:25]>>[CH3:1][O:2][C:3]([c:4]1[c:5]([NH:10][S:11](=[O:12])(=[O:13])[c:14]2[cH:15][cH:16][c:17]([NH2:20])[cH:18][cH:19]2)[cH:6][cH:7][cH:8][cH:9]1)=[O:23]. Starting materials: C(C)OC(CCCCCCCC=1OC(=CC1)CCC(CCCCC)O)=O (8-[5-(3-Hydroxyoctyl)-2-furyl]-octanoic acid ethyl ester), C([O-])([O-])=O.[K+].[K+] (potassium carbonate). Run in CO (methanol). Product: OC(CCC1=CC=C(O1)CCCCCCCC(=O)O)CCCCC (8-[5-(3-Hydroxyoctyl)-2-furyl]-octanoic acid). Reaction SMILES: C([O:3][C:4](=[O:26])[CH2:5][CH2:6][CH2:7][CH2:8][CH2:9][CH2:10][CH2:11][C:12]1[O:13][C:14]([CH2:17][CH2:18][CH:19]([OH:25])[CH2:20][CH2:21][CH2:22][CH2:23][CH3:24])=[CH:15][CH:16]=1)C.C(=O)([O-])[O-].[K+].[K+]>CO>[OH:25][CH:19]([CH2:20][CH2:21][CH2:22][CH2:23][CH3:24])[CH2:18][CH2:17][C:14]1[O:13][C:12]([CH2:11][CH2:10][CH2:9][CH2:8][CH2:7][CH2:6][CH2:5][C:4]([OH:26])=[O:3])=[CH:16][CH:15]=1 |f:1.2.3|. Reported procedure: A mixture of VI (2.73 g, 0.00745 mole), methanol (100 ml), and 20% aqueous potassium carbonate solution (30 ml) was stirred and heated under reflux for 1 hour. The turbid solution was concentrated to 1/4 of the volume by distillation from a water bath (60°C) under reduced pressure (60 mm Hg). The residue was diluted with water (100 ml) and adjusted to pH 7 with acetic acid (2.7 ml). The resulting emulsion was extracted with two 80-ml portions of ether. The combined ethereal extracts were washed ...